Dataset: the Open Reaction Database (ORD), a public repository of structured organic reaction records. Task: describe an organic reaction: reactants, conditions, products, and yield Reactants: OC(C)(P(O)(O)=O)P(O)(O)=O ((1-hydroxyethylidene)bisphosphonic acid), C(Cl)(Cl)Cl (chloroform), mixture, [N+](=[N-])=C (diazomethane). Solvent: CCOCC (ether). Reaction conditions: time 1 hour. Product: COP(O)(=O)C(C)(O)P(O)(O)=O ((1-hydroxyethylidene)bisphosphonic acid monomethyl ester). Isolated yield 42.0%. RXN SMILES: [OH:1][C:2]([P:8](=[O:11])([OH:10])[OH:9])([P:4](=[O:7])([OH:6])[OH:5])[CH3:3].[CH:12](Cl)(Cl)Cl.[N+](=C)=[N-]>CCOCC>[CH3:12][O:11][P:8]([C:2]([P:4](=[O:6])([OH:5])[OH:7])([OH:1])[CH3:3])(=[O:9])[OH:10]. Procedure details: Finely ground (1-hydroxyethylidene)bisphosphonic acid (0.005 moles) was mixed with 100 ml of chloroform and to the mixture 25 ml of an appr. 2% ether solution of diazomethane were slowly added at room temperature. After the addition, the mixing was continued for 1 hour, whereafter the solution was evaporated at reduced pressure (yield 42%, 31-P NMR 17.25/24.84 ppm, J=27.3; D2O). Reactants: [H-].[Na+] (sodium hydride), hydrochloride salt, ClC1=C(C=CC(=C1)Cl)C(C#N)C1=CC=CC=C1 (2-(2,4-dichlorophenyl)-2-phenylacetonitrile), Cl.ClCC=1N=CNC1 (4-chloromethylimidazole hydrochloride). Run at time 64 hour. Yields the product N1C=NC(=C1)CC(C#N)(C1=CC=CC=C1)C1=C(C=C(C=C1)Cl)Cl (3-(imidazol-4-yl)-2-(2,4-dichlorophenyl)-2-phenylpropanenitrile). As a reaction SMILES: [H-].[Na+].[Cl:3][C:4]1[CH:9]=[C:8]([Cl:10])[CH:7]=[CH:6][C:5]=1[CH:11]([C:14]1[CH:19]=[CH:18][CH:17]=[CH:16][CH:15]=1)[C:12]#[N:13].Cl.Cl[CH2:22][C:23]1[N:24]=[CH:25][NH:26][CH:27]=1>>[NH:26]1[CH:27]=[C:23]([CH2:22][C:11]([C:5]2[CH:6]=[CH:7][C:8]([Cl:10])=[CH:9][C:4]=2[Cl:3])([C:14]2[CH:15]=[CH:16][CH:17]=[CH:18][CH:19]=2)[C:12]#[N:13])[N:24]=[CH:25]1 |f:0.1,3.4|. Procedure details: According to the scheme of Example 1, 2.04 g. of 50% sodium hydride, 11.64 g. of 2-(2,4-dichlorophenyl)-2-phenylacetonitrile, and 3.06 g. of 4-chloromethylimidazole hydrochloride were reacted at about 60° C. for 2 hours. The reaction mixture was then allowed to cool to ambient temperature and was stirred for 64 hours. The solvent was then evaporated and the reaction mixture was worked up as described in Example 1. The product was converted to the hydrochloride salt, and crystallized from ethyl a... Reactants: CSC1=CC=C(C=C1)C(SCC(=O)O)=S ([((4-(Methylthio)phenyl)thioxomethyl)thio]acetic acid), [OH-].[K+] (potassium hydroxide), Cl (hydrochloric acid), O.NN (hydrazine monohydrate). Solvent: CO (methanol). Run at time 1 hour. The product is CSC1=CC=C(C=C1)C(=S)NN (4-(Methylthio)phenylcarbothioic acid hydrazide). Reaction SMILES: [CH3:1][S:2][C:3]1[CH:8]=[CH:7][C:6]([C:9](=[S:15])SCC(O)=O)=[CH:5][CH:4]=1.[OH-].[K+].O.[NH2:19][NH2:20].Cl>CO>[CH3:1][S:2][C:3]1[CH:8]=[CH:7][C:6]([C:9]([NH:19][NH2:20])=[S:15])=[CH:5][CH:4]=1 |f:1.2,3.4|. Reported procedure: To a solution of the product of step c) (15.0 g) in methanol (200 ml) was added aqueous potassium hydroxide (58.0 ml, 1M) followed by hydrazine monohydrate (3.1 ml) dropwise over 30 minutes. After stirring at room temperature for 1 hour the mixture was acidified to pH 5 with concentrated hydrochloric acid. The resulting precipitate was filtered off and recrystallised from ethanol to afford the sub-title compound (9.9 g) as pale yellow plates. mp 152°-153°.